Dataset: the Open Reaction Database (ORD), a public repository of structured organic reaction records. Task: describe an organic reaction: reactants, conditions, products, and yield Starting materials: Cl (hydrochloric acid), O=C1NC(N(C1)CC(=O)[O-])=O (dioxoimidazolidine-1-acetate), [N+](=O)([O-])C=1C=C(CN2C(N(C(C2=O)=O)CC(=O)O)=S)C=CC1 (3-(3-nitrobenzyl)-4,5-dioxo-2-thioxoimidazolidine-1-acetic acid). The solvent is C(C)(=O)O (acetic acid). Yields the product [N+](=O)([O-])C=1C=C(CN2C(N(CC2=O)CC(=O)O)=O)C=CC1 (3-(3-nitrobenzyl)-2,4-dioxoimidazolidine-1-acetic acid). RXN SMILES: [O:1]=[C:2]1[CH2:6][N:5]([CH2:7][C:8]([O-:10])=[O:9])[C:4](=[O:11])[NH:3]1.[N+:12]([C:15]1[CH:16]=[C:17]([CH:31]=[CH:32][CH:33]=1)[CH2:18]N1C(=O)C(=O)N(CC(O)=O)C1=S)([O-:14])=[O:13].Cl>C(O)(=O)C>[N+:12]([C:15]1[CH:16]=[C:17]([CH:31]=[CH:32][CH:33]=1)[CH2:18][N:3]1[C:2](=[O:1])[CH2:6][N:5]([CH2:7][C:8]([OH:10])=[O:9])[C:4]1=[O:11])([O-:14])=[O:13]. Reported procedure: The above-prepared dioxoimidazolidine-1-acetate product of paragraph (2) from several production runs (1.7 g) was heated to reflux in a mixed solvent of 12 mL of acetic acid and 4 mL of concentrated hydrochloric acid for one hour. After evaporating the solvent therefrom, 12 mL of acetic acid and 4 mL of concentrated hydrochloric acid were added to the residue and the mixture was heated to reflux for one hour more. The refluxed mixture was poured over a mixed solution of ethyl acetate and 10% sod... The reactants are FC=1C=C2[C@H]3CCCN3C=3C=CN4N=CC(C(NC[C@@H](CN(C1)C2=O)O)=O)=C4N3 ((6R,13S)-9-fluoro-13-hydroxy-2,11,15,19,20,23-hexaazapentacyclo-[15.5.2.17,11.02,6.020,24]pentacosa-1(23),7,9,17(24),18,21-hexaene-16,25-dione), COCCN(CCOC)S(F)(F)F (bis(2-methoxyethyl)amino-sulfur trifluoride), C(=O)(O)[O-].[Na+] (NaHCO3), C(C)O (ethanol). Reagents/catalysts: CS(=O)C (DMSO). Solvent: C(Cl)Cl (DCM), C(Cl)Cl (DCM). Run at time 8 hour. Product: FC=1C=C2[C@H]3CCCN3C=3C=CN4N=CC(C(NC[C@H](CN(C1)C2=O)F)=O)=C4N3 ((6R,13R)-9,13-difluoro-2,11,15,19,20,23-hexaazapentacyclo[15.5.2.17,11.02,6.020,24]pentacosa-1(23),7,9,17(24),18,21-hexaene-16,25-dione). Yield: 12.9%. RXN SMILES: [F:1][C:2]1[CH:3]=[C:4]2[C:24](=[O:25])[N:22]([CH:23]=1)[CH2:21][C@@H:20](O)[CH2:19][NH:18][C:17](=[O:27])[C:16]1=[C:28]3[N:29]=[C:10]([CH:11]=[CH:12][N:13]3[N:14]=[CH:15]1)[N:9]1[C@@H:5]2[CH2:6][CH2:7][CH2:8]1.COCCN(S(F)(F)[F:40])CCOC.C(O)C.C([O-])(O)=O.[Na+]>CS(C)=O.C(Cl)Cl>[F:1][C:2]1[CH:3]=[C:4]2[C:24](=[O:25])[N:22]([CH:23]=1)[CH2:21][C@H:20]([F:40])[CH2:19][NH:18][C:17](=[O:27])[C:16]1=[C:28]3[N:29]=[C:10]([CH:11]=[CH:12][N:13]3[N:14]=[CH:15]1)[N:9]1[C@@H:5]2[CH2:6][CH2:7][CH2:8]1 |f:3.4|. Procedure: A solution of (6R,13S)-9-fluoro-13-hydroxy-2,11,15,19,20,23-hexaazapentacyclo-[15.5.2.17,11.02,6.020,24]pentacosa-1(23),7,9,17(24),18,21-hexaene-16,25-dione (Example 5; 10 mg, 0.0251 mmol) in a mixture solvent of DCM (0.3 mL) and 3 drops of DMSO was treated with bis(2-methoxyethyl)amino-sulfur trifluoride (7.87 μL, 0.0427 mmol) at 0° C., followed by addition of a DCM (0.1 mL) solution of ethanol (0.231 mg, 0.00502 mmol), and the mixture was stirred at ambient temperature overnight. The reaction ... Starting materials: ClC1=CC=C(N)C=C1 (4-chloroaniline), C(C)(=O)OCC (ethyl acetate), C(CCC)[Li] (n-butyl lithium), N1=CC=C(C=C1)C=O (pyridine 4-carboxaldehyde). Run in C1CCOC1 (THF). Reaction conditions: temperature -78 celsius, time 1 hour. Product: ClC1=CC=C(C=C1)NC(C(C)(C)C)=O (N-(4-Chloro-phenyl)-2,2-dimethyl-propionamide). Reaction SMILES: [Cl:1][C:2]1[CH:8]=[CH:7][C:5]([NH2:6])=[CH:4][CH:3]=1.[CH2:9]([Li])CCC.N1C=[CH:18][C:17]([CH:20]=[O:21])=[CH:16]C=1.C(OCC)(=O)C>C1COCC1>[Cl:1][C:2]1[CH:8]=[CH:7][C:5]([NH:6][C:20](=[O:21])[C:17]([CH3:9])([CH3:18])[CH3:16])=[CH:4][CH:3]=1. Reported procedure: A solution of 2 g of pivaloyl protected 4-chloroaniline in 50 mL of THF was cooled to −78° C. under nitrogen. A solution of n-butyl lithium (14 mL of 2 N in hexane) was added dropwise. The mixture was allowed to warm 0° C. and stirring continued at 0° C. for one hour. A pyridine 4-carboxaldehyde was added to the solution and the reaction was stirred at 0° C. for one hour. The reaction mixture was poured into ethyl acetate and washed with water. The organic layer was separated and dried over MgSO...